This data is from the Open Reaction Database (ORD), a public repository of structured organic reaction records. The task is: describe an organic reaction: reactants, conditions, products, and yield Reactants: ClC1=CC(=C(C(=O)O)C=C1)[N+](=O)[O-] (4-chloro-2-nitrobenzoic acid), C(C1=CC=CC=C1)OC1=C(C(=O)O)C=CC(=C1)Cl (2-(benzyloxy)-4-chlorobenzoic acid). Product: C(C1=CC=CC=C1)OC1=C(C(=O)OC(C)(C)C)C=CC(=C1)Cl (tert-butyl 2-(benzyloxy)-4-chlorobenzoate). Reaction SMILES: ClC1C=[CH:9][C:5]([C:6](O)=O)=[C:4]([N+]([O-])=O)C=1.[CH2:14]([O:21][C:22]1[CH:30]=[C:29]([Cl:31])[CH:28]=[CH:27][C:23]=1[C:24]([OH:26])=[O:25])[C:15]1[CH:20]=[CH:19][CH:18]=[CH:17][CH:16]=1>>[CH2:14]([O:21][C:22]1[CH:30]=[C:29]([Cl:31])[CH:28]=[CH:27][C:23]=1[C:24]([O:26][C:5]([CH3:9])([CH3:6])[CH3:4])=[O:25])[C:15]1[CH:16]=[CH:17][CH:18]=[CH:19][CH:20]=1. Reported procedure: Instead of the starting material, that is, 4-chloro-2-nitrobenzoic acid, of Reference Example 6, 2-(benzyloxy)-4-chlorobenzoic acid was used for a similar procedure as in Reference Example 6 to obtain tert-butyl 2-(benzyloxy)-4-chlorobenzoate (compound S12a). Starting materials: C1(=CC=CC=C1)C (toluene), FC1=CC=C(NC2=C(C(=O)OC(C)(C)C)C=CC(=C2)B2OC(C(O2)(C)C)(C)C)C=C1 (tert-butyl 2-(4-fluoroanilino)-4-(4,4,5,5-tetramethyl-1,3,2-dioxaborolan-2-yl)benzoate), BrC1=C2C=CNC2=CC=C1 (4-bromoindole), C(O)([O-])=O.[Na+] (sodium hydrogen carbonate). The reagents and catalysts are C=1C=CC(=CC1)[P](C=2C=CC=CC2)(C=3C=CC=CC3)[Pd]([P](C=4C=CC=CC4)(C=5C=CC=CC5)C=6C=CC=CC6)([P](C=7C=CC=CC7)(C=8C=CC=CC8)C=9C=CC=CC9)[P](C=1C=CC=CC1)(C=1C=CC=CC1)C=1C=CC=CC1 (tetrakis(triphenylphosphine)palladium(0)). Solvent: O (water), C(C)O (ethanol), O (water), C(C)(=O)OCC (ethyl acetate). Product: FC1=CC=C(NC2=C(C(=O)OC(C)(C)C)C=CC(=C2)C2=C3C=CNC3=CC=C2)C=C1 (tert-butyl 2-(4-fluoroanilino)-4-(1H-indol-4-yl)benzoate). Reaction SMILES: C1(C)C=CC=CC=1.[F:8][C:9]1[CH:37]=[CH:36][C:12]([NH:13][C:14]2[CH:26]=[C:25](B3OC(C)(C)C(C)(C)O3)[CH:24]=[CH:23][C:15]=2[C:16]([O:18][C:19]([CH3:22])([CH3:21])[CH3:20])=[O:17])=[CH:11][CH:10]=1.Br[C:39]1[CH:47]=[CH:46][CH:45]=[C:44]2[C:40]=1[CH:41]=[CH:42][NH:43]2.C(=O)([O-])O.[Na+]>C1C=CC([P]([Pd]([P](C2C=CC=CC=2)(C2C=CC=CC=2)C2C=CC=CC=2)([P](C2C=CC=CC=2)(C2C=CC=CC=2)C2C=CC=CC=2)[P](C2C=CC=CC=2)(C2C=CC=CC=2)C2C=CC=CC=2)(C2C=CC=CC=2)C2C=CC=CC=2)=CC=1.O.C(OCC)(=O)C.C(O)C>[F:8][C:9]1[CH:37]=[CH:36][C:12]([NH:13][C:14]2[CH:26]=[C:25]([C:39]3[CH:47]=[CH:46][CH:45]=[C:44]4[C:40]=3[CH:41]=[CH:42][NH:43]4)[CH:24]=[CH:23][C:15]=2[C:16]([O:18][C:19]([CH3:21])([CH3:20])[CH3:22])=[O:17])=[CH:11][CH:10]=1 |f:3.4,^1:56,58,77,96|. Reported procedure: To toluene 1.6 mL solution of tert-butyl 2-(4-fluoroanilino)-4-(4,4,5,5-tetramethyl-1,3,2-dioxaborolan-2-yl)benzoate 60 mg were added ethanol 0.60 mL, water 0.30 mL, 4-bromoindole 0.034 mL, sodium hydrogen carbonate 30 mg and tetrakis(triphenylphosphine)palladium(0) 8.4 mg at room temperature, and it was heated and refluxed under nitrogen atmosphere for 5 hours. After the reaction mixture was cooled to room temperature, ethyl acetate and water were added, and insoluble matter was filtrated. The ... The reactants are CC(C)(CC)[O-].[Na+] (Sodium 2-methylbutan-2-olate), Chloro[2-(dicyclohexylphosphino)-3,6-dimethoxy-2′-4′-6′-tri-1-propyl-1,1′-biphenyl][2-(2-aminoethyl)phenyl]palladium(II), ClC1=C(C=C2C(=N1)OC(=C2C(NC)=O)C2=CC=C(C=C2)F)C=2C=C(C(=O)OC(C)(C)C)C=CC2 (tert-butyl 3-(6-chloro-2-(4-fluorophenyl)-3-(methylcarbamoyl)furo[2,3-b]pyridin-5-yl)benzoate), FC(CN)(F)F (2,2,2-trifluoroethanamine). Run at temperature 80 celsius, time 30 minute. The product is FC1=CC=C(C=C1)C1=C(C=2C(=NC(=C(C2)C=2C=C(C(=O)OC(C)(C)C)C=CC2)NCC(F)(F)F)O1)C(NC)=O (tert-butyl 3-(2-(4-fluorophenyl)-3-(methylcarbamoyl)-6-((2,2,2-trifluoroethyl)amino)furo[2,3-b]pyridin-5-yl)benzoate). Isolated yield 57.5%. As a reaction SMILES: CC([O-])(CC)C.[Na+].Cl[C:9]1[N:14]=[C:13]2[O:15][C:16]([C:22]3[CH:27]=[CH:26][C:25]([F:28])=[CH:24][CH:23]=3)=[C:17]([C:18](=[O:21])[NH:19][CH3:20])[C:12]2=[CH:11][C:10]=1[C:29]1[CH:30]=[C:31]([CH:39]=[CH:40][CH:41]=1)[C:32]([O:34][C:35]([CH3:38])([CH3:37])[CH3:36])=[O:33].[F:42][C:43]([F:47])([F:46])[CH2:44][NH2:45]>>[F:28][C:25]1[CH:24]=[CH:23][C:22]([C:16]2[O:15][C:13]3=[N:14][C:9]([NH:45][CH2:44][C:43]([F:47])([F:46])[F:42])=[C:10]([C:29]4[CH:30]=[C:31]([CH:39]=[CH:40][CH:41]=4)[C:32]([O:34][C:35]([CH3:37])([CH3:36])[CH3:38])=[O:33])[CH:11]=[C:12]3[C:17]=2[C:18](=[O:21])[NH:19][CH3:20])=[CH:27][CH:26]=1 |f:0.1|. Reported procedure: Sodium 2-methylbutan-2-olate (229 mg, 2.08 mmol), tert-butyl 3-(6-chloro-2-(4-fluorophenyl)-3-(methylcarbamoyl)furo[2,3-b]pyridin-5-yl)benzoate (200 mg, 0.416 mmol), 2,2,2-trifluoroethanamine (206 mg, 2.08 mmol), Chloro[2-(dicyclohexylphosphino)-3,6-dimethoxy-2′-4′-6′-tri-1-propyl-1,1′-biphenyl][2-(2-aminoethyl)phenyl]palladium(II) (33 mg, 0.042 mmol) was combined, degassed, and taken up in dioxane (8.3 ml) at rt and then was heated to 80° C. LCMS at 30 min showed major peak with M+H matching th... Starting materials: ClCCl, CC(C)(C)OC(=O)NC1(C(=O)NC(Cc2ccc(-c3ccc(S(=O)(=O)N4CCC4)cc3)cc2)C(N)=O)CCOCC1. Yields the product CC(C)(C)OC(=O)NC1(C(=O)NC(C#N)Cc2ccc(-c3ccc(S(=O)(=O)N4CCC4)cc3)cc2)CCOCC1. Reaction SMILES: [Cl:42][CH2:43][Cl:44].[NH2:1][C:2]([CH:3]([CH2:4][c:5]1[cH:6][cH:7][c:8](-[c:11]2[cH:12][cH:13][c:14]([S:17](=[O:18])(=[O:19])[N:20]3[CH2:21][CH2:22][CH2:23]3)[cH:15][cH:16]2)[cH:9][cH:10]1)[NH:24][C:25](=[O:26])[C:27]1([NH:33][C:34]([O:35][C:36]([CH3:37])([CH3:38])[CH3:39])=[O:40])[CH2:28][CH2:29][O:30][CH2:31][CH2:32]1)=[O:41]>>[N:1]#[C:2][CH:3]([CH2:4][c:5]1[cH:6][cH:7][c:8](-[c:11]2[cH:12][cH:13][c:14]([S:17](=[O:18])(=[O:19])[N:20]3[CH2:21][CH2:22][CH2:23]3)[cH:15][cH:16]2)[cH:9][cH:10]1)[NH:24][C:25](=[O:26])[C:27]1([NH:33][C:34]([O:35][C:36]([CH3:37])([CH3:38])[CH3:39])=[O:40])[CH2:28][CH2:29][O:30][CH2:31][CH2:32]1. Starting materials: ClC=1C(=CC(=C(C1)S(=O)(=O)N(C=1SC=NN1)CC1=C(C=C(C=C1)OC)OC)F)SC1=CC=C(C=C1)OC (5-chloro-N-(2,4-dimethoxybenzyl)-2-fluoro-4-[(4-methoxyphenyl)thio]-N-1,3,4-thiadiazol-2-ylbenzenesulfonamide), solution, Cl (hydrogen chloride). Run in O1CCOCC1 (1,4-dioxane), O1CCOCC1 (1,4-dioxane). Run at time 8 hour. The product is ClC=1C(=CC(=C(C1)S(=O)(=O)NC=1SC=NN1)F)SC1=CC=C(C=C1)OC (5-Chloro-2-fluoro-4-[(4-methoxyphenyl)thio]-N-1,3,4-thiadiazol-2-ylbenzenesulfonamide). Isolated yield 68.8%. RXN SMILES: [Cl:1][C:2]1[C:3]([S:29][C:30]2[CH:35]=[CH:34][C:33]([O:36][CH3:37])=[CH:32][CH:31]=2)=[CH:4][C:5]([F:28])=[C:6]([S:8]([N:11](CC2C=CC(OC)=CC=2OC)[C:12]2[S:13][CH:14]=[N:15][N:16]=2)(=[O:10])=[O:9])[CH:7]=1.Cl>O1CCOCC1>[Cl:1][C:2]1[C:3]([S:29][C:30]2[CH:31]=[CH:32][C:33]([O:36][CH3:37])=[CH:34][CH:35]=2)=[CH:4][C:5]([F:28])=[C:6]([S:8]([NH:11][C:12]2[S:13][CH:14]=[N:15][N:16]=2)(=[O:10])=[O:9])[CH:7]=1. Reported procedure: To 5-chloro-N-(2,4-dimethoxybenzyl)-2-fluoro-4-[(4-methoxyphenyl)thio]-N-1,3,4-thiadiazol-2-ylbenzenesulfonamide (Preparation 4, 0.224 g, 0.387 mmol) in 1,4-dioxane (1 mL) was added a 4M solution of hydrogen chloride in 1,4-dioxane (3 mL). The reaction was stirred under a nitrogen atmosphere at ambient temperature overnight before concentrating in vacuo. The residue was purified by silica gel flash chromatography to afford a white solid. The solid was further purified by reverse phase column chr... Starting materials: N#N (N2), FC1=CC=C(C=C1)C1=C(N=CO1)C(=O)Cl (5-(4-fluoro-phenyl)-oxazole-4-carbonyl chloride), C(C)(C)(C)OC(NC=1N=C(OC1)CCCCC(C)=O)=O ([2-(5-oxo-hexyl)-oxazol-4-yl]-carbamic acid tert-butyl ester), [H-].[Na+] (NaH). Solvent: O (Water), C1CCOC1 (THF), C1CCOC1 (THF), C1CCOC1 (THF). Reaction conditions: temperature 0 celsius, time 30 minute. Yields the product C(C)(C)(C)OC(N(C=1N=C(OC1)CCCCC(C)=O)C(=O)C=1N=COC1C1=CC=C(C=C1)F)=O ([5-(4-Fluoro-phenyl)-oxazole-4-carbonyl]-[2-(5-oxo-hexyl)-oxazol-4-yl]-carbamic acid tert-butyl ester). As a reaction SMILES: N#N.[C:3]([O:7][C:8](=[O:22])[NH:9][C:10]1[N:11]=[C:12]([CH2:15][CH2:16][CH2:17][CH2:18][C:19](=[O:21])[CH3:20])[O:13][CH:14]=1)([CH3:6])([CH3:5])[CH3:4].[H-].[Na+].[F:25][C:26]1[CH:31]=[CH:30][C:29]([C:32]2[O:36][CH:35]=[N:34][C:33]=2[C:37](Cl)=[O:38])=[CH:28][CH:27]=1>C1COCC1.O>[C:3]([O:7][C:8](=[O:22])[N:9]([C:37]([C:33]1[N:34]=[CH:35][O:36][C:32]=1[C:29]1[CH:30]=[CH:31][C:26]([F:25])=[CH:27][CH:28]=1)=[O:38])[C:10]1[N:11]=[C:12]([CH2:15][CH2:16][CH2:17][CH2:18][C:19](=[O:21])[CH3:20])[O:13][CH:14]=1)([CH3:6])([CH3:4])[CH3:5] |f:2.3|. Procedure details: In a flame dried round-bottomed flask equipped with a magnetic stir bar and under inert atmosphere (N2), a solution of [2-(5-oxo-hexyl)-oxazol-4-yl]-carbamic acid tert-butyl ester (50 mg, 0.18 mL) in THF (1.0 mL) was added to a suspension of NaH (19 mg, 0.43 mmol) in THF (0.5 mL) at 0° C. The resulting suspension was stirred at 0° C. for 5 min and at rt for 30 min. It was cooled to 0° C. and treated dropwise with a solution of the above prepared 5-(4-fluoro-phenyl)-oxazole-4-carbonyl chloride in... Reaction SMILES: [Si]([O:8][C:9]1[CH:14]=[CH:13][C:12]([CH2:15][N:16]2[C:20]3[CH:21]=[CH:22][CH:23]=[CH:24][C:19]=3[N:18]([C:25]([O:27][CH2:28][CH3:29])=[O:26])[C:17]2=[O:30])=[CH:11][C:10]=1[CH2:31][CH2:32][CH3:33])(C(C)(C)C)(C)C.[F-].C([N+](CCCC)(CCCC)CCCC)CCC>C1COCC1>[OH:8][C:9]1[CH:14]=[CH:13][C:12]([CH2:15][N:16]2[C:20]3[CH:21]=[CH:22][CH:23]=[CH:24][C:19]=3[N:18]([C:25]([O:27][CH2:28][CH3:29])=[O:26])[C:17]2=[O:30])=[CH:11][C:10]=1[CH2:31][CH2:32][CH3:33] |f:1.2|. Run at time 10 minute. Run in C1CCOC1 (THF), C1CCOC1 (THF). The product is OC1=C(C=C(C=C1)CN1C(N(C2=C1C=CC=C2)C(=O)OCC)=O)CCC (1-(4-hydroxy-3-propylphenylmethyl)-3-carboethoxy-2-benzimidazolinone). Procedure details: To a solution of 0.334 g (0.71 mmol) of the product of step B in 1 mL of anhydrous THF was added 728 gL (0.73 mmol) of a 1.0 M solution of tetrabutylammonium fluoride in THF and the resulting mixture was stirred at room temperature for 10 minutes. The THF was then removed in vacuo and the residue was purified on a silica gel flash chromatography column eluted with 40% EtOAc-hexane. Combination of the product containing fractions and evaporation in vacuo afforded 0.109 g (43%) of the title compou... The reactants are [Si](C)(C)(C(C)(C)C)OC1=C(C=C(C=C1)CN1C(N(C2=C1C=CC=C2)C(=O)OCC)=O)CCC (1-(4-tert-butyldimethylsilyloxy-3-propylphenylmethyl)-3-carboethoxy-2-benzimidazolinone), solution, [F-].C(CCC)[N+](CCCC)(CCCC)CCCC (tetrabutylammonium fluoride). The yield is 43.3%.